Task: describe an organic reaction: reactants, conditions, products, and yield. Dataset: the Open Reaction Database (ORD), a public repository of structured organic reaction records The reactants are N(=O)[O-].[Na+] (sodium nitrite), Cl (hydrochloric acid), C(N)(=O)NC(C(=O)O)C1=CC=C(C=C1)O (N-carbamoyl-2-(4-hydroxyphenyl)glycine). Yields the product OC1=CC=C(C=C1)C(N)C(=O)O (2-(4-hydroxyphenyl)glycine). As a reaction SMILES: N([O-])=O.[Na+].Cl.C([NH:9][CH:10]([C:14]1[CH:19]=[CH:18][C:17]([OH:20])=[CH:16][CH:15]=1)[C:11]([OH:13])=[O:12])(=O)N>>[OH:20][C:17]1[CH:16]=[CH:15][C:14]([CH:10]([C:11]([OH:13])=[O:12])[NH2:9])=[CH:19][CH:18]=1 |f:0.1|. Reported procedure: The supernatant solution obtained by centrifuging the reaction mixture was lyophilized, and the residue was extracted with ethanol. After removing insoluble materials by filtration, to the ethanol solution was added ethyl acetate in the weight ratio of ethyl acetate to ethanol of 2:1, and further added about 1.5 equivalents of dicyclohexylamine to give a white precipitate of dicyclohexylamine salt of N-carbamoyl-2-(4-hydroxyphenyl)glycine. The white precipitate was taken out, and was caused to r... As a reaction SMILES: [CH2:1]([CH3:2])[N:3]([CH2:4][C:5](=[O:6])[OH:7])[CH2:8][c:9]1[c:10]([N+:24](=[O:25])[O-:26])[cH:11][cH:12][c:13]([C:15]([c:16]2[cH:17][cH:18][c:19]([CH3:22])[cH:20][cH:21]2)=[O:23])[cH:14]1.[CH3:32][CH2:33][OH:34].[ClH:27].[F-:30].[K+:31].[NH2:28][OH:29]>>[CH2:1]([CH3:2])[N:3]([CH2:4][C:5](=[O:6])[OH:7])[CH2:8][c:9]1[c:10]([N+:24](=[O:25])[O-:26])[cH:11][cH:12][c:13]([C:15]([c:16]2[cH:17][cH:18][c:19]([CH3:22])[cH:20][cH:21]2)=[N:28][OH:29])[cH:14]1. The product is CCN(CC(=O)O)Cc1cc(C(=NO)c2ccc(C)cc2)ccc1[N+](=O)[O-]. The reactants are CCN(CC(=O)O)Cc1cc(C(=O)c2ccc(C)cc2)ccc1[N+](=O)[O-], CCO, Cl, [F-], [K+], NO. Reactants: CC1([C@@H](N2[C@H](S1)[C@@H](C2=O)NC(=O)CC=3C=CC=CC3)C(=O)[O-])C.[Na+] (penicillin G sodium), C[C@H]1[C@@]([C@H]([C@@H](O1)O[C@@H]2[C@H]([C@@H]([C@H]([C@@H]([C@H]2O)O)N=C(N)N)O)N=C(N)N)O[C@H]3[C@H]([C@@H]([C@H]([C@@H](O3)CO)O)O)NC)(C=O)O.OS(=O)(=O)O (streptomycin sulfate), C[C@H]([C@@H]1CC[C@H]([C@H](O1)O[C@@H]2[C@H](C[C@H]([C@@H]([C@H]2O)O[C@@H]3[C@@H]([C@H]([C@@](CO3)(C)O)NC)O)N)N)N)NC (gentamicin), N[C@@H](CCC(N)=O)C(=O)O (glutamine). Yields the product C1CN(CCN1CCO)CCS(=O)(=O)O (HEPES), C([O-])(O)=O.[Na+] (sodium bicarbonate). Isolated yield 0.1%. RXN SMILES: CC1(C)S[C@@H:5]2[C@H:7]([NH:10][C:11]([CH2:13]C3C=CC=CC=3)=O)[C:8](=[O:9])[N:4]2[C@H:3]1[C:20]([O-:22])=O.[Na+:24].C[C@@H]1O[C@@H](O[C@H]2[C@H](O)[C@@H](O)[C@H](N=C(N)N)[C@@H](O)[C@@H]2N=C(N)N)[C@H]([O:49][C@@H:50]2[O:55][C@@H](CO)[C@H](O)[C@@H](O)[C@@H]2NC)[C@@]1(O)C=O.[OH:65][S:66]([OH:69])(=O)=[O:67].[CH3:70][C@@H](NC)[C@H]1O[C@H](O[C@H]2[C@H](O)[C@@H](O[C@H]3OC[C@@](O)(C)[C@H](NC)[C@H]3O)[C@H](N)C[C@@H]2N)[C@H](N)CC1.N[C@H](C(O)=O)CCC(=O)N>>[CH2:5]1[N:4]([CH2:3][CH2:20][OH:22])[CH2:8][CH2:7][N:10]([CH2:11][CH2:13][S:66]([OH:69])(=[O:67])=[O:65])[CH2:70]1.[C:50](=[O:55])([OH:9])[O-:49].[Na+:24] |f:0.1,2.3,7.8|. Procedure: Human MCF-7 breast carcinoma cells were maintained in RPMI 1640 medium containing 100 units/mL penicillin G sodium, 100 μg/mL streptomycin sulfate, and 25 μg/mL gentamicin. The medium was supplemented with 10% heat-inactivated fetal bovine serum and 2 mM glutamine. Additional buffering was provided with 10 mM HEPES and 0.075% sodium bicarbonate. The tumor cells were cultured in tissue culture flasks in a humidified incubator at 37° C. in an atmosphere of 95% air and 5% CO2. Reactants: FC1=C(OC2=NC=C(C#N)C=C2)C=CC(=C1F)C=O (6-(2,3-difluoro-4-formyl-phenoxy)-nicotinonitrile), C(=O)([O-])[O-].[K+].[K+] (K2CO3), CS(=O)C (DMSO), OO (H2O2). Run in O (water). Reaction conditions: time 1 hour. Procedure: Add 30% aq. H2O2 (7.95 ml) to a suspension of 6-(2,3-difluoro-4-formyl-phenoxy)-nicotinonitrile (2.07 g, 7.95 mmol), K2CO3 (550 mg, 3.98 mmol) and DMSO (20 ml) stirring in an ice/water bath. After one hour, pour the reaction mixture into water and extract with EtOAc. Wash the extract with water and brine before drying (MgSO4) and concentrating to give 6-(2,3-difluoro-4-formyl-phenoxy)-nicotinamide (1.64 g) as a white solid. 1HNMR (DMSO-d6): 10.14 (s, 1H), 8.58 (s, 1H), 8.33 (d, 1H), 8.07 (s, 1H)... The yield is 148.1%. RXN SMILES: OO.[F:3][C:4]1[C:18]([F:19])=[C:17]([CH:20]=[O:21])[CH:16]=[CH:15][C:5]=1[O:6][C:7]1[CH:14]=[CH:13][C:10]([C:11]#[N:12])=[CH:9][N:8]=1.C([O-])([O-])=[O:23].[K+].[K+].CS(C)=O>O>[F:3][C:4]1[C:18]([F:19])=[C:17]([CH:20]=[O:21])[CH:16]=[CH:15][C:5]=1[O:6][C:7]1[CH:14]=[CH:13][C:10]([C:11]([NH2:12])=[O:23])=[CH:9][N:8]=1 |f:2.3.4|. The product is FC1=C(OC2=NC=C(C(=O)N)C=C2)C=CC(=C1F)C=O (6-(2,3-difluoro-4-formyl-phenoxy)-nicotinamide). Starting materials: [H][H] (hydrogen), mixture, CC1=NC2=C(N1CC1=CC=C(C=C1)[N+](=O)[O-])C=C(C=C2)C(NCC2=NC=CC=C2)=O (2-methyl-1-(4-nitrobenzyl)-6-[(2-pyridylmethyl)carbamoyl]benzimidazole), CC1=NC2=C(N1CC1=CC=C(C=C1)[N+](=O)[O-])C=CC(=C2)C(NCC2=NC=CC=C2)=O (2-methyl-1-(4-nitrobenzyl)-5-[(2-pyridylmethyl)carbamoyl]-benzimidazole). The reagents and catalysts are [Pd] (palladium on carbon). The solvent is CO (methanol). Yields the product NC1=CC=C(CN2C(=NC3=C2C=C(C=C3)C(NCC3=NC=CC=C3)=O)C)C=C1 (1-(4-aminobenzyl)-2-methyl-6-[(2-pyridylmethyl)carbamoyl]-benzimidazole), NC1=CC=C(CN2C(=NC3=C2C=CC(=C3)C(NCC3=NC=CC=C3)=O)C)C=C1 (1-(4-aminobenzyl)-2-methyl-5-[(2-pyridylmethyl)carbamoyl]benzimidazole). As a reaction SMILES: [CH3:1][C:2]1[N:6]([CH2:7][C:8]2[CH:13]=[CH:12][C:11]([N+:14]([O-])=O)=[CH:10][CH:9]=2)[C:5]2[CH:17]=[C:18]([C:21](=[O:30])[NH:22][CH2:23][C:24]3[CH:29]=[CH:28][CH:27]=[CH:26][N:25]=3)[CH:19]=[CH:20][C:4]=2[N:3]=1.[CH3:31][C:32]1[N:36]([CH2:37][C:38]2[CH:43]=[CH:42][C:41]([N+:44]([O-])=O)=[CH:40][CH:39]=2)[C:35]2[CH:47]=[CH:48][C:49]([C:51](=[O:60])[NH:52][CH2:53][C:54]3[CH:59]=[CH:58][CH:57]=[CH:56][N:55]=3)=[CH:50][C:34]=2[N:33]=1.[H][H]>[Pd].CO>[NH2:14][C:11]1[CH:10]=[CH:9][C:8]([CH2:7][N:6]2[C:5]3[CH:17]=[C:18]([C:21](=[O:30])[NH:22][CH2:23][C:24]4[CH:29]=[CH:28][CH:27]=[CH:26][N:25]=4)[CH:19]=[CH:20][C:4]=3[N:3]=[C:2]2[CH3:1])=[CH:13][CH:12]=1.[NH2:44][C:41]1[CH:40]=[CH:39][C:38]([CH2:37][N:36]2[C:35]3[CH:47]=[CH:48][C:49]([C:51](=[O:60])[NH:52][CH2:53][C:54]4[CH:59]=[CH:58][CH:57]=[CH:56][N:55]=4)=[CH:50][C:34]=3[N:33]=[C:32]2[CH3:31])=[CH:43][CH:42]=1. Procedure: Thirty milliliters of methanol and 0.20 g of 5% palladium on carbon were added to 2.32 g of a mixture of 2-methyl-1-(4-nitrobenzyl)-6-[(2-pyridylmethyl)carbamoyl]benzimidazole and 2-methyl-1-(4-nitrobenzyl)-5-[(2-pyridylmethyl)carbamoyl]-benzimidazole, and the mixture was stirred in a hydrogen atmosphere at room temperature until the starting material disappeared. The solid material was separated through filtration, and the filtrate was concentrated. The resulting residue was purified through me... Reactants: O=C([O-])O, CNC, CN(CCc1ccc(F)cc1)S(=O)(=O)c1csc(C(=O)CBr)c1, [Na+], C1CCOC1, C1CCOC1. Yields the product CN(C)CC(=O)c1cc(S(=O)(=O)N(C)CCc2ccc(F)cc2)cs1. Reaction SMILES: [C:32](=[O:33])([OH:34])[O-:35].[CH3:6][NH:7][CH3:8].[F:9][c:10]1[cH:11][cH:12][c:13]([CH2:16][CH2:17][N:18]([S:19](=[O:20])(=[O:21])[c:22]2[cH:23][s:24][c:25]([C:27]([CH2:28][Br:29])=[O:30])[cH:26]2)[CH3:31])[cH:14][cH:15]1.[Na+:36].[O:1]1[CH2:2][CH2:3][CH2:4][CH2:5]1.[O:37]1[CH2:38][CH2:39][CH2:40][CH2:41]1>>[CH3:6][N:7]([CH3:8])[CH2:28][C:27]([c:25]1[s:24][cH:23][c:22]([S:19]([N:18]([CH2:17][CH2:16][c:13]2[cH:12][cH:11][c:10]([F:9])[cH:15][cH:14]2)[CH3:31])(=[O:20])=[O:21])[cH:26]1)=[O:30]. Starting materials: N (ammonia), stainless steel, FC=1C=C(C=C(C1F)F)C(F)(F)F (3,4,5-trifluoro-benzotrifluoride), liquid. The solvent is O1CCCC1 (tetrahydrofuran). The product is FC=1C=C(C=C(C1N)F)C(F)(F)F (3,5-difluoro-4-amino-benzotrifluoride). Reaction SMILES: [F:1][C:2]1[CH:3]=[C:4]([C:10]([F:13])([F:12])[F:11])[CH:5]=[C:6]([F:9])[C:7]=1F.[NH3:14]>O1CCCC1>[F:1][C:2]1[CH:3]=[C:4]([C:10]([F:13])([F:12])[F:11])[CH:5]=[C:6]([F:9])[C:7]=1[NH2:14]. Procedure details: In a stainless steel autoclave, 500 g of 3,4,5-trifluoro-benzotrifluoride are introduced, 2,000 ml of tetrahydrofuran are added, and 150 g of liquid ammonia are forced in. The autoclave is heated to 120° to 130° C. for 5 hours with stirring, then cooled, and the pressure is released at 20° C. In addition to the solvent and the starting material, 272 g of 3,5-difluoro-4-amino-benzotrifluoride of a boiling point of 58° to 60° C. at 16 mbar are obtained by distillation. The reactants are C=CC(C)C1CCC2C3CCC4=CC(=O)CCC4(C)C3CCC12C, C1CCOC1, [Na+], [OH-], O. Yields the product C=CC(C)C1CCC2C3CCC4=CC(O)CCC4(C)C3CCC12C. As a reaction SMILES: [CH2:1]=[CH:2][CH:3]([CH:4]1[CH2:5][CH2:6][CH:7]2[CH:8]3[CH2:9][CH2:10][C:11]4=[CH:12][C:13](=[O:23])[CH2:14][CH2:15][C:16]4([CH3:17])[CH:18]3[CH2:19][CH2:20][C:21]12[CH3:22])[CH3:24].[CH2:28]1[O:29][CH2:30][CH2:31][CH2:32]1.[Na+:27].[OH-:26].[OH2:25]>>[CH2:1]=[CH:2][CH:3]([CH:4]1[CH2:5][CH2:6][CH:7]2[CH:8]3[CH2:9][CH2:10][C:11]4=[CH:12][CH:13]([OH:23])[CH2:14][CH2:15][C:16]4([CH3:17])[CH:18]3[CH2:19][CH2:20][C:21]12[CH3:22])[CH3:24]. The reactants are ClC=1N=C(C=2CCCCC2C1C#N)C (3-chloro-4-cyano-methyl-5,6,7,8-tetrahydroisoquinoline), [H-].C(C(C)C)[Al+]CC(C)C (diisobutylaluminium hydride), C(#N)C=1C(=NC(=CC1)C)OC (3-cyano-2-methoxy-6-methylpyridine). Yields the product ClC=1N=C(C=2CCCCC2C1C=O)C (3-Chloro-1-methyl-5,6,7,8-tetrahydroisoquinoline-4-carboxaldehyde). Reaction SMILES: [Cl:1][C:2]1[N:3]=[C:4]([CH3:14])[C:5]2[CH2:6][CH2:7][CH2:8][CH2:9][C:10]=2[C:11]=1[C:12]#N.[H-].C([Al+]CC(C)C)C(C)C.C(C1C([O:34]C)=NC(C)=CC=1)#N>>[Cl:1][C:2]1[N:3]=[C:4]([CH3:14])[C:5]2[CH2:6][CH2:7][CH2:8][CH2:9][C:10]=2[C:11]=1[CH:12]=[O:34] |f:1.2|. Procedure details: 3-Chloro-1-methyl-5,6,7,8-tetrahydroisoquinoline-4-carboxaldehyde was prepared from 3-chloro-4-cyano-methyl-5,6,7,8-tetrahydroisoquinoline by reduction with diisobutylaluminium hydride following essentially the same procedure as that described in J. Org. chem., 1980, 45, 1354 for the reduction of 3-cyano-2-methoxy-6-methylpyridine. Pmr spectrum (CDCl3 ; δ in ppm): 1.79 (4H,m); 2.47 (3H,s); 2.59-3.18 (4H,m); 10.52 (1H,s).